Dataset: the Open Reaction Database (ORD), a public repository of structured organic reaction records. Task: describe an organic reaction: reactants, conditions, products, and yield Starting materials: ClC=1C=CC2=C(C(=NCC=3N2C(=NN3)C)C3=C(C=CC=C3)Cl)C1 (8-chloro-6-(o-chlorophenyl)-1-methyl-4H-s-triazolo[4,3-a][1,4]benzodiazepine), C=O (paraformaldehyde). Solvent: C=1(C(=CC=CC1)C)C (xylene). Yields the product ClC=1C=CC2=C(C(=NCC=3N2C(=NN3)CCO)C3=C(C=CC=C3)Cl)C1 (8-chloro-1-(2-hydroxyethyl)-6-(o-chlorophenyl)-4H-s-triazolo[4,3-a][1,4]benzodiazepine). As a reaction SMILES: [Cl:1][C:2]1[CH:3]=[CH:4][C:5]2[N:11]3[C:12]([CH3:15])=[N:13][N:14]=[C:10]3[CH2:9][N:8]=[C:7]([C:16]3[CH:21]=[CH:20][CH:19]=[CH:18][C:17]=3[Cl:22])[C:6]=2[CH:23]=1.[CH2:24]=[O:25]>C1(C)C(C)=CC=CC=1>[Cl:1][C:2]1[CH:3]=[CH:4][C:5]2[N:11]3[C:12]([CH2:15][CH2:24][OH:25])=[N:13][N:14]=[C:10]3[CH2:9][N:8]=[C:7]([C:16]3[CH:21]=[CH:20][CH:19]=[CH:18][C:17]=3[Cl:22])[C:6]=2[CH:23]=1. Reported procedure: In the manner given in Example 1, 8-chloro-6-(o-chlorophenyl)-1-methyl-4H-s-triazolo[4,3-a][1,4]benzodiazepine in xylene is heated in an oil bath at 122°-124° C. with repeated addition of portions of paraformaldehyde to give 8-chloro-1-(2-hydroxyethyl)-6-(o-chlorophenyl)-4H-s-triazolo[4,3-a][1,4]benzodiazepine. The reactants are C1CCOC1, COC(=O)C1=C(C(C)C)CC=C1c1c(C)ccnc1C, Cc1ccccc1, CC(C)[Al+]C(C)C, [H-]. As a reaction SMILES: [CH2:36]1[O:37][CH2:38][CH2:39][CH2:40]1.[CH3:1][c:2]1[n:3][cH:4][cH:5][c:6]([CH3:20])[c:7]1[C:8]1=[CH:9][CH2:10][C:11]([CH:17]([CH3:18])[CH3:19])=[C:12]1[C:13](=[O:14])[O:15][CH3:16].[CH3:29][c:30]1[cH:31][cH:32][cH:33][cH:34][cH:35]1.[CH:22]([Al+:23][CH:24]([CH3:25])[CH3:26])([CH3:27])[CH3:28].[H-:21]>>[CH3:1][c:2]1[n:3][cH:4][cH:5][c:6]([CH3:20])[c:7]1[C:8]1=[CH:9][CH2:10][C:11]([CH:17]([CH3:18])[CH3:19])=[C:12]1[CH2:13][OH:14]. Yields the product Cc1ccnc(C)c1C1=CCC(C(C)C)=C1CO.